From a dataset of the Open Reaction Database (ORD), a public repository of structured organic reaction records. describe an organic reaction: reactants, conditions, products, and yield Starting materials: N(=O)[O-].[Na+] (Sodium nitrite), C(C)OC1=NSC(=C1Br)C(N)=O (3-Ethoxy-4-bromo-5-carbamoylisothiazole), ice water. The solvent is FC(C(=O)O)(F)F (trifluoroacetic acid). Conditions: time 10 minute. Yields the product C(C)OC1=NSC(=C1Br)C(=O)O (3-Ethoxy-4-bromo-5-carboxyisothiazole). As a reaction SMILES: [CH2:1]([O:3][C:4]1[C:8]([Br:9])=[C:7]([C:10](=[O:12])N)[S:6][N:5]=1)[CH3:2].N([O-])=[O:14].[Na+]>FC(F)(F)C(O)=O>[CH2:1]([O:3][C:4]1[C:8]([Br:9])=[C:7]([C:10]([OH:12])=[O:14])[S:6][N:5]=1)[CH3:2] |f:1.2|. Reported procedure: 3-Ethoxy-4-bromo-5-carbamoylisothiazole (2.51 g, 0.01 mol) was dissolved in 20 ml of trifluoroacetic acid and the solution cooled to 0° to 5° C. Sodium nitrite (2.76 o, 0.04 mol) was added in small portions to the stirred solution over a five minute period. Stirring was continued for 10 minutes at the same temperature and the reaction mixture poured into 150 ml of ice water. The title compound separated as a white solid (2.2 g, 88%, mp 151°-152.5° C.) and was filtered, washed with ice water and ...